This data is from the Open Reaction Database (ORD), a public repository of structured organic reaction records. The task is: describe an organic reaction: reactants, conditions, products, and yield Reactants: Cl (hydrogen chloride), BrBr (bromine), CNS(=O)(=O)CCNC1=CC=C(C=C1)OC(F)(F)F (N-methyl-2-(p-trifluoromethoxyanilino)ethanesulphonamide), [S-]C#N.[K+] (potassium thiocyanate), Cl (hydrochloride). The solvent is C(C)O (ethanol), C(C)(=O)O (acetic acid). Yields the product N-methyl, N=C1SC2=C(N1Cl)C=CC(=C2)OC(F)(F)F (2-imino-6-trifluoromethoxy-3-benzothiazolinyl hydrochloride). RXN SMILES: CNS(CC[NH:8][C:9]1[CH:14]=[CH:13][C:12]([O:15][C:16]([F:19])([F:18])[F:17])=[CH:11][CH:10]=1)(=O)=O.[S-:20][C:21]#[N:22].[K+].BrBr.[ClH:26]>C(O)(=O)C.C(O)C>[NH:22]=[C:21]1[N:8]([Cl:26])[C:9]2[CH:14]=[CH:13][C:12]([O:15][C:16]([F:19])([F:18])[F:17])=[CH:11][C:10]=2[S:20]1 |f:1.2|. Procedure details: The procedure is as in Example 3, starting with N-methyl-2-(p-trifluoromethoxyanilino)ethanesulphonamide (3.5 g), potassium thiocyanate (4.7 g) and bromine (2.2 g) in acetic acid (30 cc). After 18 hours at a temperature in the region of 20 C, neutralization with 30% strength sodium hydroxide and extraction with ethyl acetate, a crude product is obtained, which product is converted to a hydrochloride by adding 4.2N ethereal hydrogen chloride (3 cc) in ethanol (25 cc) and recrystallized in absolut... Reactants: N1C=NC=C1 (1H-imidazole), [O-]CC.[Na+] (sodium ethoxide), BrC1=C(C=C(C=C1)C(F)(F)F)F (1-Bromo-2-fluoro-4-(trifluoromethyl)benzene), O (water). Run in O1CCOCC1 (dioxane), CO (MeOH). Run at temperature 120 celsius, time 30 minute. Yields the product [NH4+].[OH-] (NH4OH), BrC1=C(C=C(C=C1)C(F)(F)F)N1C=NC=C1 (1-(2-bromo-5-(trifluoromethyl)phenyl)-1H-imidazole). Yield: 44.5%. RXN SMILES: [NH:1]1[CH:5]=[CH:4][N:3]=[CH:2]1.[O-:6]CC.[Na+].[Br:10][C:11]1[CH:16]=[CH:15][C:14]([C:17]([F:20])([F:19])[F:18])=[CH:13][C:12]=1F.O>O1CCOCC1.CO>[NH4+:1].[OH-:6].[Br:10][C:11]1[CH:12]=[CH:13][C:14]([C:17]([F:18])([F:19])[F:20])=[CH:15][C:16]=1[N:1]1[CH:5]=[CH:4][N:3]=[CH:2]1 |f:1.2,7.8|. Procedure details: A solution of 1H-imidazole (0.420 g, 6.17 mmol) in 12 mL dioxane was treated with sodium ethoxide (0.441 g, 6.48 mmol) and was allowed to stir for 30 minutes. 1-Bromo-2-fluoro-4-(trifluoromethyl)benzene (0.885 ml, 6.17 mmol) was added and the reaction mixture was heated to 120° C. in a sealed vial overnight. The reaction mixture was poured into water and was extracted with EtOAc. The organics were concentrated and purified directly by reverse phase column chromatography [RediSep Gold C-18 100 g ...